This data is from the Open Reaction Database (ORD), a public repository of structured organic reaction records. The task is: describe an organic reaction: reactants, conditions, products, and yield Starting materials: C(C)(C)(C)OC(NC1=C(C=C(C(=C1)C)C(F)(F)F)NC(CC(=O)C1=CC(=CC=C1)C1=NC(=CN=C1)C)=O)=O ((5-methyl-2-{3-[3-(6-methyl-pyrazin-2-yl)-phenyl]-3-oxo-propionylamino}-4-trifluoromethyl-phenyl)-carbamic acid tert-butyl ester), C(=O)(C(F)(F)F)O (TFA). Run in C(Cl)Cl (CH2Cl2). Product: CC1=CC2=C(NC(CC(=N2)C2=CC(=CC=C2)C2=NC(=CN=C2)C)=O)C=C1C(F)(F)F (7-Methyl-4-[3-(6-methyl-pyrazin-2-yl)-phenyl]-8-trifluoromethyl-1,3-dihydro-benzo[b][1,4]diazepin-2-one), solid. Isolated yield 80.0%. RXN SMILES: C(OC(=O)[NH:7][C:8]1[CH:13]=[C:12]([CH3:14])[C:11]([C:15]([F:18])([F:17])[F:16])=[CH:10][C:9]=1[NH:19][C:20](=[O:37])[CH2:21][C:22]([C:24]1[CH:29]=[CH:28][CH:27]=[C:26]([C:30]2[CH:35]=[N:34][CH:33]=[C:32]([CH3:36])[N:31]=2)[CH:25]=1)=O)(C)(C)C.C(O)(C(F)(F)F)=O>C(Cl)Cl>[CH3:14][C:12]1[C:11]([C:15]([F:17])([F:16])[F:18])=[CH:10][C:9]2[NH:19][C:20](=[O:37])[CH2:21][C:22]([C:24]3[CH:29]=[CH:28][CH:27]=[C:26]([C:30]4[CH:35]=[N:34][CH:33]=[C:32]([CH3:36])[N:31]=4)[CH:25]=3)=[N:7][C:8]=2[CH:13]=1. Reported procedure: The title compound was prepared from (5-methyl-2-{3-[3-(6-methyl-pyrazin-2-yl)-phenyl]-3-oxo-propionylamino}-4-trifluoromethyl-phenyl)-carbamic acid tert-butyl ester (Example M117) (0.46 g, 0.85 mmol) by treatment with TFA in CH2Cl2 according to the general procedure N. Obtained as an off-white solid (280 mg, 80%). The reactants are OCCBr, O=[N+]([O-])c1c(Br)n[nH]c1Br, CCCCCC, [H-], [Na+], CN(C)C=O. Product: O=[N+]([O-])c1c(Br)nn(CCO)c1Br. As a reaction SMILES: [Br:19][CH2:20][CH2:21][OH:22].[Br:1][c:2]1[n:3][nH:4][c:5]([Br:10])[c:6]1[N+:7](=[O:8])[O-:9].[CH3:13][CH2:14][CH2:15][CH2:16][CH2:17][CH3:18].[H-:12].[Na+:11].[O:23]=[CH:24][N:25]([CH3:26])[CH3:27]>>[Br:1][c:2]1[n:3][n:4]([CH2:20][CH2:21][OH:22])[c:5]([Br:10])[c:6]1[N+:7](=[O:8])[O-:9]. Procedure: Methyl 4-methoxy-trans-crotonate (6.5 g, 50 m.mole) and N-bromoacetamide (7.6 g, 55 m.mole) were dissolved together in peroxide-free dioxane (30 ml) and water (12 ml) was added. The solution was kept at room temperature in the dark for 7 days. The resulting clear, colourless solution was diluted with ether (150 ml) and washed three times with water (50 ml portions). The solution was dried (MgSO4) and the solvent removed under reduced pressure to yield a colourless oil (9.47 g) which was chromato... RXN SMILES: [CH3:1][O:2][CH2:3]/[CH:4]=[CH:5]/[C:6]([O:8][CH3:9])=[O:7].Br[NH:11][C:12](=[O:14])[CH3:13].O.C[CH2:17][O:18]CC>>[CH3:1][O:2][CH2:3][CH:4]1[O:18][CH:17]2[N:11]([C:12](=[O:14])[CH2:13]2)[CH:5]1[C:6]([O:8][CH3:9])=[O:7]. Run at time 7 day. Solvent: peroxide. The reactants are CCOCC (ether), COC/C=C/C(=O)OC (Methyl 4-methoxy-trans-crotonate), BrNC(C)=O (N-bromoacetamide), O (water). Yields the product COCC1C(N2C(CC2O1)=O)C(=O)OC (Methyl 3-methoxymethyl-7-oxo-4-oxa-1-azabicyclo[3.2.0]heptane-2-carboxylate). Starting materials: N(=[N+]=[N-])C(C)C=1N=C2N(C(C1I)=O)C(=CC=C2)C (2-(1-azidoethyl)-3-iodo-6-methyl-4H-pyrido[1,2-a]pyrimidin-4-one), C1(=CC=CC=C1)B(O)O (phenylboronic acid), C([O-])([O-])=O.[Na+].[Na+] (sodium carbonate), O (water). Reagents/catalysts: Cl[Pd](P(C(C)(C)C)(C(C)(C)C)C1=CC=C(C=C1)N(C)C)(P(C1=CC=C(C=C1)N(C)C)(C(C)(C)C)C(C)(C)C)Cl (dichloro(bis{di-tert-butyl[4-(dimethylamino)phenyl]phosphoranyl})palladium). Solvent: O1CCOCC1 (1,4-dioxane). Conditions: temperature 110 celsius. Product: N(=[N+]=[N-])C(C)C=1N=C2N(C(C1C1=CC=CC=C1)=O)C(=CC=C2)C (2-(1-Azidoethyl)-6-methyl-3-phenyl-4H-pyrido[1,2-a]pyrimidin-4-one). Reaction SMILES: [N:1]([CH:4]([C:6]1[N:7]=[C:8]2[CH:17]=[CH:16][CH:15]=[C:14]([CH3:18])[N:9]2[C:10](=[O:13])[C:11]=1I)[CH3:5])=[N+:2]=[N-:3].[C:19]1(B(O)O)[CH:24]=[CH:23][CH:22]=[CH:21][CH:20]=1.C(=O)([O-])[O-].[Na+].[Na+].O>O1CCOCC1.Cl[Pd](Cl)(P(C(C)(C)C)(C(C)(C)C)C1C=CC(N(C)C)=CC=1)P(C1C=CC(N(C)C)=CC=1)(C(C)(C)C)C(C)(C)C>[N:1]([CH:4]([C:6]1[N:7]=[C:8]2[CH:17]=[CH:16][CH:15]=[C:14]([CH3:18])[N:9]2[C:10](=[O:13])[C:11]=1[C:19]1[CH:24]=[CH:23][CH:22]=[CH:21][CH:20]=1)[CH3:5])=[N+:2]=[N-:3] |f:2.3.4|. Procedure: A solution of 2-(1-azidoethyl)-3-iodo-6-methyl-4H-pyrido[1,2-a]pyrimidin-4-one (100 mg, 0.28 mmol) and phenylboronic acid (48 mg, 0.39 mmol) in 1,4-dioxane (2 mL) was treated with sodium carbonate (45 mg, 0.42 mmol), water (0.50 mL), and dichloro(bis{di-tert-butyl[4-(dimethylamino)phenyl]phosphoranyl})palladium (2.0 mg, 28 μmol), degassed with nitrogen for 5 minutes, and heated at 110° C. for 18 hours. The reaction mixture was purified by RP-HPLC (XBridge C18 column, eluting with a gradient of a...